Task: describe an organic reaction: reactants, conditions, products, and yield. Dataset: the Open Reaction Database (ORD), a public repository of structured organic reaction records The reactants are COC(=O)Cc1ccc(OCc2cncc(OCc3nc(-c4ccccc4)oc3C)c2)cc1, CO, Cl, [Na+], C1CCOC1, [OH-]. The product is Cc1oc(-c2ccccc2)nc1COc1cncc(COc2ccc(CC(=O)O)cc2)c1. Reaction SMILES: [CH3:1][c:2]1[c:3]([CH2:13][O:14][c:15]2[cH:16][c:17]([CH2:21][O:22][c:23]3[cH:24][cH:25][c:26]([CH2:29][C:30](=[O:31])[O:32][CH3:33])[cH:27][cH:28]3)[cH:18][n:19][cH:20]2)[n:4][c:5](-[c:7]2[cH:8][cH:9][cH:10][cH:11][cH:12]2)[o:6]1.[CH3:42][OH:43].[ClH:41].[Na+:40].[O:34]1[CH2:35][CH2:36][CH2:37][CH2:38]1.[OH-:39]>>[CH3:1][c:2]1[c:3]([CH2:13][O:14][c:15]2[cH:16][c:17]([CH2:21][O:22][c:23]3[cH:24][cH:25][c:26]([CH2:29][C:30](=[O:31])[OH:32])[cH:27][cH:28]3)[cH:18][n:19][cH:20]2)[n:4][c:5](-[c:7]2[cH:8][cH:9][cH:10][cH:11][cH:12]2)[o:6]1. The reactants are COCCc1ccccc1OCC1CO1, CCO, CC(C)(N)COc1ccc(Cl)nn1. Product: COCCc1ccccc1OCC(O)CNC(C)(C)COc1ccc(Cl)nn1. RXN SMILES: [CH3:14][O:15][CH2:16][CH2:17][c:18]1[c:19]([O:20][CH2:21][CH:22]2[CH2:23][O:24]2)[cH:25][cH:26][cH:27][cH:28]1.[CH3:29][CH2:30][OH:31].[NH2:1][C:2]([CH2:3][O:4][c:5]1[n:6][n:7][c:8]([Cl:11])[cH:9][cH:10]1)([CH3:12])[CH3:13]>>[NH:1]([C:2]([CH2:3][O:4][c:5]1[n:6][n:7][c:8]([Cl:11])[cH:9][cH:10]1)([CH3:12])[CH3:13])[CH2:23][CH:22]([CH2:21][O:20][c:19]1[c:18]([CH2:17][CH2:16][O:15][CH3:14])[cH:28][cH:27][cH:26][cH:25]1)[OH:24].